From a dataset of the Open Reaction Database (ORD), a public repository of structured organic reaction records. describe an organic reaction: reactants, conditions, products, and yield The reactants are CN(CCCNC(=O)CC1=CC=C(C#N)C=C1)C (4-[[[[3-(dimethylamino)propyl]amino]carbonyl]methyl]benzonitrile), N (ammonia). The reagents and catalysts are [Ni] (Raney nickel). Product: CN(CCCNC(=O)CC1=CC=C(C=C1)CN)C (4-[[[[3-(Dimethylamino)propyl]amino]carbonyl]methyl]benzenemethanamine). Reaction SMILES: [CH3:1][N:2]([CH3:18])[CH2:3][CH2:4][CH2:5][NH:6][C:7]([CH2:9][C:10]1[CH:17]=[CH:16][C:13]([C:14]#[N:15])=[CH:12][CH:11]=1)=[O:8].N>[Ni]>[CH3:18][N:2]([CH3:1])[CH2:3][CH2:4][CH2:5][NH:6][C:7]([CH2:9][C:10]1[CH:17]=[CH:16][C:13]([CH2:14][NH2:15])=[CH:12][CH:11]=1)=[O:8]. Procedure: Prepared analogously to Example 6c) from 4-[[[[3-(dimethylamino)propyl]amino]carbonyl]methyl]benzonitrile by catalytic hydrogenation in the presence of Raney nickel and ammonia in a quantitative yield. Colourless, highly viscous oil, which was used in the next step without purification. The reactants are BrC=1SC(=CC1)Br (2,5-dibromothiophene), [NH4+].[Cl-] (NH4Cl), C(=O)[C@H]1[C@H](CC(N1C)=O)C1=CC=CC=C1 ((±)-(4R*,5R*)-5-formyl-1-methyl-4-phenylpyrrolidin-2-one), C(=O)[C@H]1[C@H](CC(N1C)=O)C1=CC=CC=C1 ((±)-(4R*,5R*)-5-formyl-1-methyl-4-phenylpyrrolidin-2-one), [Li]CCCC (n-BuLi). Solvent: C1CCOC1 (THF), C1=CC=CC=C1 (benzene), C1CCOC1 (THF). Reaction conditions: time 2.5 hour. Yields the product BrC1=CC=C(S1)[C@H]([C@H]1[C@H](CC(N1C)=O)C1=CC=CC=C1)O ((±)-(4R*,5R*)-5-[(1S*)(5-bromo(2-thienyl))hydroxymethyl]-1-methyl-4-phenyl-pyrrolidin-2-one). Isolated yield 58.2%. Reaction SMILES: [Br:1][C:2]1[S:3][C:4](Br)=[CH:5][CH:6]=1.[Li]CCCC.[CH:13]([C@@H:15]1[N:19]([CH3:20])[C:18](=[O:21])[CH2:17][C@@H:16]1[C:22]1[CH:27]=[CH:26][CH:25]=[CH:24][CH:23]=1)=[O:14].[NH4+].[Cl-]>C1C=CC=CC=1.C1COCC1>[Br:1][C:2]1[S:3][C:4]([C@@H:13]([OH:14])[C@@H:15]2[N:19]([CH3:20])[C:18](=[O:21])[CH2:17][C@@H:16]2[C:22]2[CH:23]=[CH:24][CH:25]=[CH:26][CH:27]=2)=[CH:5][CH:6]=1 |f:3.4|. Reported procedure: To a −78° C. solution of 2,5-dibromothiophene (7.2 g, 29.6 mmol, 1.02 equiv) in anhyd. THF (100 mL) was added dropwise a solution of n-BuLi (1.6M in hexane, 18.5 mL, 29.6 mmol, 1.02 equiv) keeping the reaction temperature below −70° C. The resulting brown solution was stirred for 2.5 h. A solution of (±)-(4R*,5R*)-5-formyl-1-methyl-4-phenylpyrrolidin-2-one (Intermediate Z, 5.9 g, 29.1 mmol) in benzene (30 mL) was added, keeping the reaction temperature below −70° C. The reaction mixture was dilu... Reactants: C=CCOC(=O)N1CC(O)CC1C=C(C)C(C)=O, CCOC(=O)N=NC(=O)OCC, C1CCOC1, O=C(O)c1ccccc1, c1ccc(P(c2ccccc2)c2ccccc2)cc1. The product is C=CCOC(=O)N1CC(OC(=O)c2ccccc2)CC1C=C(C)C(C)=O. As a reaction SMILES: [CH2:1]([CH:2]=[CH2:3])[O:4][C:5](=[O:6])[N:7]1[CH:8]([CH:13]=[C:14]([C:15]([CH3:16])=[O:17])[CH3:18])[CH2:9][CH:10]([OH:12])[CH2:11]1.[O:47]=[C:48]([O:49][CH2:50][CH3:51])[N:52]=[N:53][C:54]([O:55][CH2:56][CH3:57])=[O:58].[O:59]1[CH2:60][CH2:61][CH2:62][CH2:63]1.[OH:38][C:39](=[O:40])[c:41]1[cH:42][cH:43][cH:44][cH:45][cH:46]1.[c:19]1([P:20]([c:21]2[cH:22][cH:23][cH:24][cH:25][cH:26]2)[c:27]2[cH:28][cH:29][cH:30][cH:31][cH:32]2)[cH:33][cH:34][cH:35][cH:36][cH:37]1>>[CH2:1]([CH:2]=[CH2:3])[O:4][C:5](=[O:6])[N:7]1[CH:8]([CH:13]=[C:14]([C:15]([CH3:16])=[O:17])[CH3:18])[CH2:9][CH:10]([O:12][C:39](=[O:38])[c:41]2[cH:42][cH:43][cH:44][cH:45][cH:46]2)[CH2:11]1. Reactants: NC=1C=CC(=C(C(=O)O)C1)Cl (5-amino-2-chlorobenzoic acid), ClS(=O)(=O)C1=CC=C2C=CC(=CC2=C1)NC(C)=O (N-[7-(chlorosulfonyl)-2-naphthyl]acetamide). Solvent: C1CCOC1 (THF), C1CCOC1 (THF), N1=CC=CC=C1 (pyridine). Run at temperature 5 celsius, time 30 minute. Yields the product C(C)(=O)NC1=CC=C2C=CC(=CC2=C1)S(=O)(=O)NC=1C=CC(=C(C(=O)O)C1)Cl (5-({[7-(acetylamino)(2-naphthyl)]sulfonyl}amino)-2-chlorobenzoic acid). RXN SMILES: [NH2:1][C:2]1[CH:3]=[CH:4][C:5]([Cl:11])=[C:6]([CH:10]=1)[C:7]([OH:9])=[O:8].Cl[S:13]([C:16]1[CH:25]=[C:24]2[C:19]([CH:20]=[CH:21][C:22]([NH:26][C:27](=[O:29])[CH3:28])=[CH:23]2)=[CH:18][CH:17]=1)(=[O:15])=[O:14]>C1COCC1.N1C=CC=CC=1>[C:27]([NH:26][C:22]1[CH:23]=[C:24]2[C:19]([CH:18]=[CH:17][C:16]([S:13]([NH:1][C:2]3[CH:3]=[CH:4][C:5]([Cl:11])=[C:6]([CH:10]=3)[C:7]([OH:9])=[O:8])(=[O:15])=[O:14])=[CH:25]2)=[CH:20][CH:21]=1)(=[O:29])[CH3:28]. Procedure: To 15 g (0.087 mol) of 5-amino-2-chlorobenzoic acid was dissolved in 450 mL of THF and 15 mL of pyridine. The solution was cooled to 5° C. in an ice-water bath. Then, a solution of 20.8 g (0.074 mol) of compound 131 dissolved in 200 mL of THF was added over a 10 min period. The reaction was kept at 5° C. for 30 min, and then allowed to warm to room temperature. The reaction was allowed to stir for an additional 4 hours. Then, the reaction was filtered to remove some insoluble material and the re... Starting materials: CCOCC (ether), aqueous solution, [OH-].[Na+] (sodium hydroxide), ice, C([O-])([O-])=O.[K+].[K+] (potassium carbonate), F[B-](F)(F)F.C(C1=CC=CC=C1)(=O)C(CCCC)[S+](C)C (1-benzoylpentyl dimethylsulphonium tetrafluoroborate). Run in C(Cl)(Cl)Cl (chloroform). Conditions: temperature 20 celsius, time 15 minute. Yields the product CS(=C(C(=O)C1=CC=CC=C1)CCCC)C (α-dimethylsulphuranylidene-n-hexanophenone). The yield is 15.2%. RXN SMILES: C(=O)([O-])[O-].[K+].[K+].[OH-].[Na+].F[B-](F)(F)F.[C:14]([CH:22]([S+:27]([CH3:29])[CH3:28])[CH2:23][CH2:24][CH2:25][CH3:26])(=[O:21])[C:15]1[CH:20]=[CH:19][CH:18]=[CH:17][CH:16]=1.CCOCC>C(Cl)(Cl)Cl>[CH3:28][S:27]([CH3:29])=[C:22]([CH2:23][CH2:24][CH2:25][CH3:26])[C:14]([C:15]1[CH:20]=[CH:19][CH:18]=[CH:17][CH:16]=1)=[O:21] |f:0.1.2,3.4,5.6|. Reported procedure: A mixture of a saturated aqueous solution (72 ml.) of potassium carbonate and a 12.5 M aqueous solution (10 ml.) of sodium hydroxide is added to an ice-cooled, vigorously stirred solution of 1-benzoylpentyl dimethylsulphonium tetrafluoroborate (36.0 g.) in chloroform (100 ml.) at such a rate that the temperature does not exceed 10° C. After the addition is complete, the mixture is allowed to warm up to 20° C. and is stirred at this temperature for 15 minutes. The mixture is then separated by fil... Reactants: CC(C)c1cc(C(=O)NN2CCCCC2)c(OCc2ccccc2)cc1OCc1ccccc1, COc1ccc(P2(=S)SP(=S)(c3ccc(OC)cc3)S2)cc1, Cc1ccccc1. Product: CC(C)c1cc(C(=S)NN2CCCCC2)c(OCc2ccccc2)cc1OCc1ccccc1. RXN SMILES: [CH2:1]([c:2]1[cH:3][cH:4][cH:5][cH:6][cH:7]1)[O:8][c:9]1[c:10]([C:11](=[O:12])[NH:13][N:14]2[CH2:15][CH2:16][CH2:17][CH2:18][CH2:19]2)[cH:20][c:21]([CH:32]([CH3:33])[CH3:34])[c:22]([O:24][CH2:25][c:26]2[cH:27][cH:28][cH:29][cH:30][cH:31]2)[cH:23]1.[CH3:35][O:36][c:37]1[cH:38][cH:39][c:40]([P:41]2(=[S:44])[S:42][P:43]([c:45]3[cH:46][cH:47][c:48]([O:49][CH3:50])[cH:51][cH:52]3)(=[S:53])[S:54]2)[cH:55][cH:56]1.[CH3:57][c:58]1[cH:59][cH:60][cH:61][cH:62][cH:63]1>>[CH2:1]([c:2]1[cH:3][cH:4][cH:5][cH:6][cH:7]1)[O:8][c:9]1[c:10]([C:11]([NH:13][N:14]2[CH2:15][CH2:16][CH2:17][CH2:18][CH2:19]2)=[S:44])[cH:20][c:21]([CH:32]([CH3:33])[CH3:34])[c:22]([O:24][CH2:25][c:26]2[cH:27][cH:28][cH:29][cH:30][cH:31]2)[cH:23]1. Starting materials: BrB(Br)Br, ClCCl, COc1ccc(Nc2ccc(Cl)cc2C(=O)O)cc1. Yields the product O=C(O)c1cc(Cl)ccc1Nc1ccc(O)cc1. RXN SMILES: [B:1]([Br:2])([Br:3])[Br:4].[CH2:24]([Cl:25])[Cl:26].[Cl:5][c:6]1[cH:7][cH:8][c:9]([NH:15][c:16]2[cH:17][cH:18][c:19]([O:22][CH3:23])[cH:20][cH:21]2)[c:10]([C:11](=[O:12])[OH:13])[cH:14]1>>[Cl:5][c:6]1[cH:7][cH:8][c:9]([NH:15][c:16]2[cH:17][cH:18][c:19]([OH:22])[cH:20][cH:21]2)[c:10]([C:11](=[O:12])[OH:13])[cH:14]1.